From a dataset of the Open Reaction Database (ORD), a public repository of structured organic reaction records. describe an organic reaction: reactants, conditions, products, and yield Starting materials: C[C@@H]1N[C@@H](CC=2C3=CC=CC=C3NC12)C(=O)O ((1S,3S)-1-methyl-1,2,3,4-tetrahydro-β-carboline-3-carboxylic acid), [OH-].[Na+] (NaOH), CS(=O)C (dimethylsulfoxide), CI (methyl iodide), C(=S)=S (carbon disulfide). Run in O (water). Run at time 1 hour. The product is C[C@@H]1N([C@@H](CC=2C3=CC=CC=C3NC12)C(=O)O)C(=S)SC ((1S,3S)-1-Methyl-2-[(methylthio)thiocarbonyl]-1,2,3,4-tetrahydro-β-carboline-3-carboxylic acid). Isolated yield 50.0%. Reaction SMILES: [CH3:1][C@H:2]1[C:14]2[NH:13][C:12]3[C:7](=[CH:8][CH:9]=[CH:10][CH:11]=3)[C:6]=2[CH2:5][C@@H:4]([C:15]([OH:17])=[O:16])[NH:3]1.[OH-].[Na+].[CH3:20][S:21]([CH3:23])=O.CI.C(=S)=[S:27]>O>[CH3:1][C@H:2]1[C:14]2[NH:13][C:12]3[C:7](=[CH:8][CH:9]=[CH:10][CH:11]=3)[C:6]=2[CH2:5][C@@H:4]([C:15]([OH:17])=[O:16])[N:3]1[C:20]([S:21][CH3:23])=[S:27] |f:1.2|. Procedure details: To a mixture of (1S,3S)-1-methyl-1,2,3,4-tetrahydro-β-carboline-3-carboxylic acid (2.30 g), 10N NaOH (2 ml) and dimethylsulfoxide (6 ml) is added dropwise carbon disulfide (912 mg) and further added dropwise methyl iodide (1.7 g) at 0° C. The mixture is stirred at room temperature for one hour, and to the mixture is added water, and then extracted with ethyl acetate. The aqueous layer is acidified with 10% HCl and extracted with ethyl acetate. The extract is dried and distilled to remove the sol... Starting materials: solution, C[Si](C)(C)[N-][Si](C)(C)C.[Na+] (NaHMDS), O (water), ClC1=NC(=CC2=C1N=NN2[C@@H](CCOC)COC)C ((S)-4-chloro-1-(1-methoxymethyl-3-methoxypropyl)-6-methyl-1H-1,2,3-triazolo[4,5-c]pyridine), BrC=1C=C2CCNC2=C(C1)Br (5,7-dibromoindoline). The solvent is C1CCOC1 (THF), C1CCOC1 (THF). Reaction conditions: temperature 25 celsius, time 20 minute. The product is BrC=1C=C2CCN(C2=C(C1)Br)C1=NC(=CC2=C1N=NN2[C@@H](CCOC)COC)C ((S)-4-(5,7-dibromo-2,3-dihydro-1H-indol-1-yl)-1-[1-(methoxymethyl)-3-methoxypropyl]-6-methyl-1H-1,2,3-triazolo[4,5-c]pyridine). The yield is 85.5%. RXN SMILES: Cl[C:2]1[C:7]2[N:8]=[N:9][N:10]([C@H:11]([CH2:16][O:17][CH3:18])[CH2:12][CH2:13][O:14][CH3:15])[C:6]=2[CH:5]=[C:4]([CH3:19])[N:3]=1.[Br:20][C:21]1[CH:22]=[C:23]2[C:27](=[C:28]([Br:30])[CH:29]=1)[NH:26][CH2:25][CH2:24]2.C[Si]([N-][Si](C)(C)C)(C)C.[Na+].O>C1COCC1>[Br:20][C:21]1[CH:22]=[C:23]2[C:27](=[C:28]([Br:30])[CH:29]=1)[N:26]([C:2]1[C:7]3[N:8]=[N:9][N:10]([C@H:11]([CH2:16][O:17][CH3:18])[CH2:12][CH2:13][O:14][CH3:15])[C:6]=3[CH:5]=[C:4]([CH3:19])[N:3]=1)[CH2:25][CH2:24]2 |f:2.3|. Reported procedure: (S)-4-chloro-1-(1-methoxymethyl-3-methoxypropyl)-6-methyl-1H-1,2,3-triazolo[4,5-c]pyridine (0.72 g, 2.54 mmol) and 5,7-dibromoindoline (0.72 g, 2.60 mmol) were dissolved in anhydrous THF (6 mL) and cooled in an ice bath. To that a 1 M solution of NaHMDS in THF (3.0 mL, 3.0 mmol) was added and the reaction was stirred for 20 min, allowed to warm to 25° C. and stirred for 3 h. Then water (30 mL) was added and the mixture was extracted twice with EtOAc (80 and 40 mL). The combined organic extracts ... Reactants: ClC=1C=CC(=C(CN2C3=C(NCC2)N=CC(=C3)C=3C=C(C(=O)O)C=CC3)C1)C(F)(F)F (3-{1-[5-chloro-2-(trifluoromethyl)benzyl]-1,2,3,4-tetrahydropyrido[2,3-b]pyrazin-7-yl}benzoic acid), COC=1C=C(C=CC1)N1CCNCC1 (1-(3-methoxyphenyl)piperazine). Product: ClC=1C=CC(=C(CN2C3=C(NCC2)N=CC(=C3)C=3C=C(C=CC3)C(=O)N3CCN(CC3)C3=CC(=CC=C3)OC)C1)C(F)(F)F ((3-{1-[5-Chloro-2-(trifluoromethyl)benzyl]-1,2,3,4-tetrahydropyrido[2,3-b]pyrazin-7-yl}phenyl)-[4-(3-methoxyphenyl)piperazin-1-yl]methanone). Reaction SMILES: [Cl:1][C:2]1[CH:3]=[CH:4][C:5]([C:28]([F:31])([F:30])[F:29])=[C:6]([CH:27]=1)[CH2:7][N:8]1[CH2:13][CH2:12][NH:11][C:10]2[N:14]=[CH:15][C:16]([C:18]3[CH:19]=[C:20]([CH:24]=[CH:25][CH:26]=3)[C:21]([OH:23])=O)=[CH:17][C:9]1=2.[CH3:32][O:33][C:34]1[CH:35]=[C:36]([N:40]2[CH2:45][CH2:44][NH:43][CH2:42][CH2:41]2)[CH:37]=[CH:38][CH:39]=1>>[Cl:1][C:2]1[CH:3]=[CH:4][C:5]([C:28]([F:31])([F:30])[F:29])=[C:6]([CH:27]=1)[CH2:7][N:8]1[CH2:13][CH2:12][NH:11][C:10]2[N:14]=[CH:15][C:16]([C:18]3[CH:19]=[C:20]([C:21]([N:43]4[CH2:42][CH2:41][N:40]([C:36]5[CH:37]=[CH:38][CH:39]=[C:34]([O:33][CH3:32])[CH:35]=5)[CH2:45][CH2:44]4)=[O:23])[CH:24]=[CH:25][CH:26]=3)=[CH:17][C:9]1=2. Procedure: 3-{1-[5-chloro-2-(trifluoromethyl)benzyl]-1,2,3,4-tetrahydropyrido[2,3-b]pyrazin-7-yl}benzoic acid was reacted with 1-(3-methoxyphenyl)piperazine as in General Procedure 10 to give the title compound. LCMS: m/z=622.01 (M+H+); retention time=0.97 minutes. The reactants are C1(=CC=CC=C1)P(=O)(C1=CC=CC=C1)OC=1[C@@H]([C@@H]2N(C1C(=O)OCC1=CC=C(C=C1)[N+](=O)[O-])C([C@@H]2[C@@H](C)O)=O)C (p-nitrobenzyl (1R,5S,6S)-2-(diphenylphosphoryloxy)-6-[(R)-1-hydroxyethyl]-1-methylcarbapen-2-em-3-carboxylate), C(C)(C)N(CC)C(C)C (diisopropylethylamine), C(O)([O-])=O.[Na+] (sodium hydrogencarbonate), C(C)(=O)SC1CN(C1)C=1SC=C(N1)C(NC1CCN(CC1)C(=O)OCC1=CC=C(C=C1)[N+](=O)[O-])=O (3-acetylthio-1-{4-[1-(p-nitrobenzyloxycarbonyl)-piperidin-4-ylcarbamoyl]-1,3-thiazol-2-yl}azetidine), C(C)(=O)O.NN (hydrazine acetate). Run in C(C)#N (acetonitrile), C(C)(=O)OCC (ethyl acetate), CN(C=O)C (dimethylformamide), C(C)(=O)OCC (ethyl acetate). Conditions: time 1 hour. Product: [N+](=O)([O-])C1=CC=C(COC(=O)N2CCC(CC2)NC(=O)C=2N=C(SC2)N2CC(C2)SC=2[C@@H]([C@H]3N(C2C(=O)OCC2=CC=C(C=C2)[N+](=O)[O-])C([C@@H]3[C@@H](C)O)=O)C)C=C1 (p-nitrobenzyl (1R,5S,6S)-2-(1-{4-[1-(p-nitrobenzyloxycarbonyl)-piperidin-4-ylcarbamoyl]-1,3-thiazol-2-yl}azetidin-3-yl)thio-6-[(R)-1-hydroxyethyl]-1-methylcarbapen-2-em-3-carboxylate). Isolated yield 84.7%. Reaction SMILES: C([S:4][CH:5]1[CH2:8][N:7]([C:9]2[S:10][CH:11]=[C:12]([C:14](=[O:35])[NH:15][CH:16]3[CH2:21][CH2:20][N:19]([C:22]([O:24][CH2:25][C:26]4[CH:31]=[CH:30][C:29]([N+:32]([O-:34])=[O:33])=[CH:28][CH:27]=4)=[O:23])[CH2:18][CH2:17]3)[N:13]=2)[CH2:6]1)(=O)C.C(O)(=O)C.NN.C1(P(O[C:57]2[C@H:58]([CH3:81])[C@H:59]3[C@@H:76]([C@H:77]([OH:79])[CH3:78])[C:75](=[O:80])[N:60]3[C:61]=2[C:62]([O:64][CH2:65][C:66]2[CH:71]=[CH:70][C:69]([N+:72]([O-:74])=[O:73])=[CH:68][CH:67]=2)=[O:63])(C2C=CC=CC=2)=O)C=CC=CC=1.C(N(C(C)C)CC)(C)C.C(=O)([O-])O.[Na+]>CN(C)C=O.C(#N)C.C(OCC)(=O)C>[N+:32]([C:29]1[CH:30]=[CH:31][C:26]([CH2:25][O:24][C:22]([N:19]2[CH2:18][CH2:17][CH:16]([NH:15][C:14]([C:12]3[N:13]=[C:9]([N:7]4[CH2:6][CH:5]([S:4][C:57]5[C@H:58]([CH3:81])[C@@H:59]6[C@@H:76]([C@H:77]([OH:79])[CH3:78])[C:75](=[O:80])[N:60]6[C:61]=5[C:62]([O:64][CH2:65][C:66]5[CH:71]=[CH:70][C:69]([N+:72]([O-:74])=[O:73])=[CH:68][CH:67]=5)=[O:63])[CH2:8]4)[S:10][CH:11]=3)=[O:35])[CH2:21][CH2:20]2)=[O:23])=[CH:27][CH:28]=1)([O-:34])=[O:33] |f:1.2,5.6|. Procedure details: To a solution of 3-acetylthio-1-{4-[1-(p-nitrobenzyloxycarbonyl)-piperidin-4-ylcarbamoyl]-1,3-thiazol-2-yl}azetidine (260 mg, 0.500 mmol) (obtained as described in Reference Example 51) in dimethylformamide (13 ml) was added hydrazine acetate (55 mg, 0.600 mmol) at room temperature under an atmosphere of nitrogen and the mixture was stirred for 1 hour. After checking the completion of the reaction, a solution of p-nitrobenzyl (1R,5S,6S)-2-(diphenylphosphoryloxy)-6-[(R)-1-hydroxyethyl]-1-methylca... The reactants are IC=1C=C2C(=NNC2=CC1)C=O (5-iodo-1H-indazole-3-carboxaldehyde), NC1=C(C=CC=C1)N (1,2-diaminobenzene). Run in CN(C)C=O (DMF), CCOC(=O)C (EtOAc). Conditions: temperature 80 celsius, time 2 hour. Yields the product N1C(=NC2=C1C=CC=C2)C2=NNC1=CC=C(C=C21)I (3-(1H-benzimidazol-2-yl)-5-iodo-1H-indazole). Yield: 69.4%. As a reaction SMILES: [I:1][C:2]1[CH:3]=[C:4]2[C:8](=[CH:9][CH:10]=1)[NH:7][N:6]=[C:5]2[CH:11]=O.[NH2:13][C:14]1[CH:19]=[CH:18][CH:17]=[CH:16][C:15]=1[NH2:20]>CN(C=O)C.CCOC(C)=O>[NH:13]1[C:14]2[CH:19]=[CH:18][CH:17]=[CH:16][C:15]=2[N:20]=[C:11]1[C:5]1[C:4]2[C:8](=[CH:9][CH:10]=[C:2]([I:1])[CH:3]=2)[NH:7][N:6]=1. Procedure: To a solution of 5-iodo-1H-indazole-3-carboxaldehyde (544 mg, 2 mmol) and 1,2-diaminobenzene (216 mg, 2 mmol) in DMF (5 mL) was add 4 Å molecular sieves. The mixture was kept at 60° C. for 2 hr, then the mixture was heated up to 80° C. overnight under air atmosphere (air balloon). The mixture was diluted with EtOAc, washed with water, dried and concentrated. The crude product was purified by flash chromatography to afford 3-(1H-benzimidazol-2-yl)-5-iodo-1H-indazole (500 mg, 69%).